From a dataset of the Open Reaction Database (ORD), a public repository of structured organic reaction records. describe an organic reaction: reactants, conditions, products, and yield The reactants are [BH4-], CO, COC(=O)CC(N)c1ccc(C#N)cc1, [Na+]. Yields the product N#Cc1ccc(C(N)CCO)cc1. Reaction SMILES: [BH4-:1].[CH3:18][OH:19].[NH2:3][CH:4]([CH2:5][C:6](=[O:7])[O:8][CH3:9])[c:10]1[cH:11][cH:12][c:13]([C:16]#[N:17])[cH:14][cH:15]1.[Na+:2]>>[NH2:3][CH:4]([CH2:5][CH2:6][OH:7])[c:10]1[cH:11][cH:12][c:13]([C:16]#[N:17])[cH:14][cH:15]1.